describe an organic reaction: reactants, conditions, products, and yield From a dataset of the Open Reaction Database (ORD), a public repository of structured organic reaction records. Starting materials: Oc1cc2cn[nH]c2cc1Br, [Cl-], ClCCl, O=[N+]([O-])c1ccc(F)c(F)c1, [Li+], [Na+], O=C([O-])O, CN(C)C=O. The product is O=[N+]([O-])c1ccc(Oc2cc3cn[nH]c3cc2Br)c(F)c1. As a reaction SMILES: [Br:1][c:2]1[c:3]([OH:11])[cH:4][c:5]2[cH:6][n:7][nH:8][c:9]2[cH:10]1.[Cl-:28].[Cl:35][CH2:36][Cl:37].[F:12][c:13]1[cH:14][c:15]([N+:20](=[O:21])[O-:22])[cH:16][cH:17][c:18]1[F:19].[Li+:29].[Na+:27].[O-:23][C:24]([OH:25])=[O:26].[O:30]=[CH:31][N:32]([CH3:33])[CH3:34]>>[Br:1][c:2]1[c:3]([O:11][c:18]2[c:13]([F:12])[cH:14][c:15]([N+:20](=[O:21])[O-:22])[cH:16][cH:17]2)[cH:4][c:5]2[cH:6][n:7][nH:8][c:9]2[cH:10]1.